From a dataset of the Open Reaction Database (ORD), a public repository of structured organic reaction records. describe an organic reaction: reactants, conditions, products, and yield Starting materials: COC(=O)C=1N(N=C(C1)OCC=1C(=NOC1CO)C1=CC=C(C=C1)F)C (5-[3-(4-fluoro-phenyl)-5-hydroxymethyl-isoxazol-4-ylmethoxy]-2-methyl-2H-pyrazole-3-carboxylic acid methyl ester), COC(=O)C=1NN=C(C1)OCC=1C(=NOC1C)C1=CC=CC=C1 (5-(5-methyl-3-phenyl-isoxazol-4-ylmethoxy)-2H-pyrazole-3-carboxylic acid methyl ester), NC1CCOCC1 (4-aminotetrahydropyran). Yields the product O1CCC(CC1)NC(=O)C=1N(N=C(C1)OCC=1C(=NOC1CO)C1=CC=C(C=C1)F)C (5-[3-(4-Fluoro-phenyl)-5-hydroxymethyl-isoxazol-4-ylmethoxy]-2-methyl-2H-pyrazole-3-car-boxylic acid (tetrahydro-pyran-4-yl)-amide). Yield: 67.0%. RXN SMILES: CO[C:3]([C:5]1[N:6]([CH3:26])[N:7]=[C:8]([O:10][CH2:11][C:12]2[C:13]([C:19]3[CH:24]=[CH:23][C:22]([F:25])=[CH:21][CH:20]=3)=[N:14][O:15][C:16]=2[CH2:17][OH:18])[CH:9]=1)=[O:4].COC(C1NN=C(OC[C:38]2[C:39]([C:44]3[CH:49]=CC=CC=3)=[N:40][O:41][C:42]=2C)C=1)=O.NC1CCOCC1>>[O:41]1[CH2:49][CH2:44][CH:39]([NH:40][C:3]([C:5]2[N:6]([CH3:26])[N:7]=[C:8]([O:10][CH2:11][C:12]3[C:13]([C:19]4[CH:20]=[CH:21][C:22]([F:25])=[CH:23][CH:24]=4)=[N:14][O:15][C:16]=3[CH2:17][OH:18])[CH:9]=2)=[O:4])[CH2:38][CH2:42]1. Reported procedure: As described for example 1b, 5-[3-(4-fluoro-phenyl)-5-hydroxymethyl-isoxazol-4-ylmethoxy]-2-methyl-2H-pyrazole-3-carboxylic acid methyl ester (150 mg, 0.42 mmol), instead of 5-(5-methyl-3-phenyl-isoxazol-4-ylmethoxy)-2H-pyrazole-3-carboxylic acid methyl ester, was converted, using 4-aminotetrahydropyran instead of morpholine, to the title compound (120 mg, 67%) which was obtained as a white solid. MS: m/e=429.1 [M−H]−. Starting materials: C(C)(C)[N-]C(C)C.[Li+] (lithium diisopropylamide), Cl (Hydrochloric acid), C1(=CC=CC=C1)C(CC1=CC=CC=C1)=NO (deoxybenzoin oxime), C(C)(=O)OCC (ethyl acetate). Solvent: C1CCOC1 (THF), O (Water). Reaction conditions: temperature -20 celsius, time 30 minute. Product: OC1(C(C(=NO1)C1=CC=CC=C1)C1=CC=CC=C1)C (5-hydroxy-5-methyl-3,4-diphenylisoxazoline). Isolated yield 57.7%. RXN SMILES: [C:1]1([C:7](=[N:15][OH:16])[CH2:8][C:9]2[CH:14]=[CH:13][CH:12]=[CH:11][CH:10]=2)[CH:6]=[CH:5][CH:4]=[CH:3][CH:2]=1.C([N-]C(C)C)(C)C.[Li+].[C:25](OCC)(=[O:27])[CH3:26].Cl>C1COCC1.O>[OH:27][C:25]1([CH3:26])[O:16][N:15]=[C:7]([C:1]2[CH:2]=[CH:3][CH:4]=[CH:5][CH:6]=2)[CH:8]1[C:9]1[CH:10]=[CH:11][CH:12]=[CH:13][CH:14]=1 |f:1.2|. Reported procedure: The deoxybenzoin oxime (Step 1) was dissolved in anhydrous THF (565 mL) under a nitrogen atmosphere. The solution was cooled to −20° C. The solution was treated with lithium diisopropylamide (2 M, 800 mL, 1.60 mol) while allowing the reaction temperature to warm to 10-15° C. The reaction mixture to was cooled to −10° C. to −20° C. and anhydrous ethyl acetate (218 mL) was added to the solution while allowing the reaction temperature to rise to a maximum of 25° C. and held for 30 minutes at 25° C.... Reactants: COc1ccc(N2CCC(=O)CC2)cc1, CCO, Cl, [K+], [K+], NO, O=C([O-])[O-], O. Yields the product COc1ccc(N2CCC(=NO)CC2)cc1. Reaction SMILES: [CH3:1][O:2][c:3]1[cH:4][cH:5][c:6]([N:9]2[CH2:10][CH2:11][C:12](=[O:15])[CH2:13][CH2:14]2)[cH:7][cH:8]1.[CH3:25][CH2:26][OH:27].[ClH:22].[K+:16].[K+:17].[NH2:23][OH:24].[O-:18][C:19]([O-:20])=[O:21].[OH2:28]>>[CH3:1][O:2][c:3]1[cH:4][cH:5][c:6]([N:9]2[CH2:10][CH2:11][C:12](=[N:23][OH:24])[CH2:13][CH2:14]2)[cH:7][cH:8]1.